Dataset: the Open Reaction Database (ORD), a public repository of structured organic reaction records. Task: describe an organic reaction: reactants, conditions, products, and yield The reactants are C(C)(C)N(C(C)C)CC (N,N-diisopropylethylamine), BrCCO (2-bromoethanol), [I-].[K+] (potassium iodide), CC1(NC2=CC(=CC=C2C(=C1)C)OC)C (2,2,4-trimethyl-7-methoxy-1,2-dihydroquinoline). Run at temperature 115 celsius, time 24 hour. Product: OCCN1C(C=C(C2=CC=C(C=C12)OC)C)(C)C (N-(2-hydroxyethyl)-2,2,4-trimethyl-7-methoxy-1,2-dihydroquinoline). As a reaction SMILES: C(N(CC)C(C)C)(C)C.Br[CH2:11][CH2:12][OH:13].[I-].[K+].[CH3:16][C:17]1([CH3:30])[CH:26]=[C:25]([CH3:27])[C:24]2[C:19](=[CH:20][C:21]([O:28][CH3:29])=[CH:22][CH:23]=2)[NH:18]1>>[OH:13][CH2:12][CH2:11][N:18]1[C:19]2[C:24](=[CH:23][CH:22]=[C:21]([O:28][CH3:29])[CH:20]=2)[C:25]([CH3:27])=[CH:26][C:17]1([CH3:30])[CH3:16] |f:2.3|. Procedure: 51 g (0.4 mol) N,N-diisopropylethylamine, 72.5 g (0.57 mol) 2-bromoethanol and a spatula tip of potassium iodide were added to 50 g (0.24 mol) 2,2,4-trimethyl-7-methoxy-1,2-dihydroquinoline. The solution was stirred for 24 hours at 110 to 120° C. The organic phase was subsequently washed with dilute sodium hydroxide solution and water and dried over sodium sulfate. The solvent was then completely removed by distillation. A light-green oil was obtained as the product. Reactants: [Si](C)(C)(C(C)(C)C)OCC1(CC=2N(CCS1)C(=NN2)C2(CC2)C2=CC=C(C=C2)B2OC(C(O2)(C)C)(C)C)C (8-({[Tert-butyl(dimethyl)silyl]oxy}methyl)-8-methyl-3-{1-[4-(4,4,5,5-tetramethyl-1,3,2-dioxaborolan-2-yl)phenyl]cyclopropyl}-5,6,8,9-tetrahydro[1,2,4]triazolo[4,3-d][1,4]thiazepine), BrC1=NC=C(C=C1)F (2-bromo-5-fluoropyridine), C([O-])([O-])=O.[K+].[K+] (potassium carbonate), C(O)([O-])=O.[Na+] (sodium hydrogencarbonate). Reagents/catalysts: C=1C=CC(=CC1)[P](C=2C=CC=CC2)(C=3C=CC=CC3)[Pd]([P](C=4C=CC=CC4)(C=5C=CC=CC5)C=6C=CC=CC6)([P](C=7C=CC=CC7)(C=8C=CC=CC8)C=9C=CC=CC9)[P](C=1C=CC=CC1)(C=1C=CC=CC1)C=1C=CC=CC1 (tetrakis(triphenylphosphine)palladium(0)). Run in C(OC)COC (dimethoxyethane), O (water). Product: [Si](C)(C)(C(C)(C)C)OCC1(CC=2N(CCS1)C(=NN2)C2(CC2)C2=CC=C(C=C2)C2=NC=C(C=C2)F)C (8-({[Tert-butyl(dimethyl)silyl]oxy}methyl)-3-{1-[4-(5-fluoropyridin-2-yl)phenyl]cyclopropyl}-8-methyl-5,6,8,9-tetrahydro[1,2,4]triazolo[4,3-d][1,4]thiazepine). Isolated yield 72.8%. Reaction SMILES: [Si:1]([O:8][CH2:9][C:10]1([CH3:38])[S:16][CH2:15][CH2:14][N:13]2[C:17]([C:20]3([C:23]4[CH:28]=[CH:27][C:26](B5OC(C)(C)C(C)(C)O5)=[CH:25][CH:24]=4)[CH2:22][CH2:21]3)=[N:18][N:19]=[C:12]2[CH2:11]1)([C:4]([CH3:7])([CH3:6])[CH3:5])([CH3:3])[CH3:2].Br[C:40]1[CH:45]=[CH:44][C:43]([F:46])=[CH:42][N:41]=1.C(=O)([O-])[O-].[K+].[K+].C(=O)([O-])O.[Na+]>C(COC)OC.O.C1C=CC([P]([Pd]([P](C2C=CC=CC=2)(C2C=CC=CC=2)C2C=CC=CC=2)([P](C2C=CC=CC=2)(C2C=CC=CC=2)C2C=CC=CC=2)[P](C2C=CC=CC=2)(C2C=CC=CC=2)C2C=CC=CC=2)(C2C=CC=CC=2)C2C=CC=CC=2)=CC=1>[Si:1]([O:8][CH2:9][C:10]1([CH3:38])[S:16][CH2:15][CH2:14][N:13]2[C:17]([C:20]3([C:23]4[CH:24]=[CH:25][C:26]([C:40]5[CH:45]=[CH:44][C:43]([F:46])=[CH:42][N:41]=5)=[CH:27][CH:28]=4)[CH2:22][CH2:21]3)=[N:18][N:19]=[C:12]2[CH2:11]1)([C:4]([CH3:6])([CH3:5])[CH3:7])([CH3:3])[CH3:2] |f:2.3.4,5.6,^1:68,70,89,108|. Reported procedure: A solution of the compound (555 mg, 1.0 mmol) obtained in Example 16-5), 2-bromo-5-fluoropyridine (263 mg, 1.5 mmol), tetrakis(triphenylphosphine)palladium(0) (231 mg, 0.2 mmol), and potassium carbonate (276 mg, 2 mmol) in dimethoxyethane (4 mL) and water (1 mL) was stirred at 130° C. for 1.5 h under microwave irradiation. The reaction mixture was cooled to room temperature, saturated aqueous sodium hydrogencarbonate was added to the reaction mixture, the mixture was extracted with dichlorometha...